Task: describe an organic reaction: reactants, conditions, products, and yield. Dataset: the Open Reaction Database (ORD), a public repository of structured organic reaction records Reactants: NC1=C(C(=CC(=C1)Br)F)O (2-Amino-4-bromo-6-fluorophenol), FC1=C(C(=O)O)C=CC(=C1)S(=O)(=O)C (2-fluoro-4-(methylsulfonyl)benzoic acid), [OH-].[Na+] (sodium hydroxide). Run in ice water, acid, CCOC(=O)C.O (EtOAc H2O). Run at temperature 195 celsius. The product is BrC=1C=C(C2=C(N=C(O2)C2=C(C=C(C=C2)S(=O)(=O)C)F)C1)F (5-Bromo-7-fluoro-2-[2-fluoro-4-(methylsulfonyl)phenyl]benzo[d]oxazole). Reaction SMILES: [NH2:1][C:2]1[CH:7]=[C:6]([Br:8])[CH:5]=[C:4]([F:9])[C:3]=1[OH:10].[F:11][C:12]1[CH:20]=[C:19]([S:21]([CH3:24])(=[O:23])=[O:22])[CH:18]=[CH:17][C:13]=1[C:14](O)=O.[OH-].[Na+]>CCOC(C)=O.O>[Br:8][C:6]1[CH:5]=[C:4]([F:9])[C:3]2[O:10][C:14]([C:13]3[CH:17]=[CH:18][C:19]([S:21]([CH3:24])(=[O:22])=[O:23])=[CH:20][C:12]=3[F:11])=[N:1][C:2]=2[CH:7]=1 |f:2.3,4.5|. Reported procedure: 2-Amino-4-bromo-6-fluorophenol (2.6 g, 9.7 mmol) and 2-fluoro-4-(methylsulfonyl)benzoic acid (2.1 g, 9.7 mmol) were dissolved in polyposphoric acid (63.5 g). This mixture was heated at 195° C. for three and half hours. Reaction mixture cooled to rt and diluted with ice water (100 ml). Aqueous layer basified with sodium hydroxide pellets to pH 9. Work up (EtOAc/H2O) followed by evaporation of EtOAc afforded the crude. Crude (3.1 g) was used in the next step without further purification.